Dataset: the Open Reaction Database (ORD), a public repository of structured organic reaction records. Task: describe an organic reaction: reactants, conditions, products, and yield The reactants are Clc1ccccc1CBr, CN(C)C=O, Oc1cc(Cl)ccc1-c1nc2cc(F)c(F)cc2n1CC1CCCCC1, [H-], [Na+]. Yields the product Fc1cc2nc(-c3ccc(Cl)cc3OCc3ccccc3Cl)n(CC3CCCCC3)c2cc1F. RXN SMILES: [Br:29][CH2:30][c:31]1[c:32]([Cl:37])[cH:33][cH:34][cH:35][cH:36]1.[CH3:38][N:39]([CH3:40])[CH:41]=[O:42].[Cl:3][c:4]1[cH:5][cH:6][c:7](-[c:11]2[n:12][c:13]3[c:14]([n:15]2[CH2:16][CH:17]2[CH2:18][CH2:19][CH2:20][CH2:21][CH2:22]2)[cH:23][c:24]([F:28])[c:25]([F:27])[cH:26]3)[c:8]([OH:10])[cH:9]1.[H-:1].[Na+:2]>>[Cl:3][c:4]1[cH:5][cH:6][c:7](-[c:11]2[n:12][c:13]3[c:14]([n:15]2[CH2:16][CH:17]2[CH2:18][CH2:19][CH2:20][CH2:21][CH2:22]2)[cH:23][c:24]([F:28])[c:25]([F:27])[cH:26]3)[c:8]([O:10][CH2:30][c:31]2[c:32]([Cl:37])[cH:33][cH:34][cH:35][cH:36]2)[cH:9]1. Reactants: Cc1ccc(C(=O)O)o1, [Cl-], COc1ccc(-c2ccccc2)c2sc(N)nc12. Product: COc1ccc(-c2ccccc2)c2sc(NC(=O)c3ccc(C)o3)nc12. As a reaction SMILES: [CH3:20][c:21]1[cH:22][cH:23][c:24]([C:26](=[O:27])[OH:28])[o:25]1.[Cl-:19].[NH2:1][c:2]1[s:3][c:4]2[c:5]([n:6]1)[c:7]([O:17][CH3:18])[cH:8][cH:9][c:10]2-[c:11]1[cH:12][cH:13][cH:14][cH:15][cH:16]1>>[NH:1]([c:2]1[s:3][c:4]2[c:5]([n:6]1)[c:7]([O:17][CH3:18])[cH:8][cH:9][c:10]2-[c:11]1[cH:12][cH:13][cH:14][cH:15][cH:16]1)[C:26]([c:24]1[cH:23][cH:22][c:21]([CH3:20])[o:25]1)=[O:27]. The reactants are CCOCC (Ether), ClCCS(=O)(=O)CC1=CC=CC=C1 (benzyl 2-chloroethyl sulfone), C(C)(C)N (isopropylamine), Cl (hydrogen chloride). Solvent: CO (methanol). Run at time 72 hour. Yields the product Cl.C1(=CC=CC=C1)CS(=O)(=O)CCNC(C)C (N-[2-[(Phenylmethyl)sulfonyl]ethyl]-2-propanamine hydrochloride). The yield is 65.8%. RXN SMILES: [Cl:1][CH2:2][CH2:3][S:4]([CH2:7][C:8]1[CH:13]=[CH:12][CH:11]=[CH:10][CH:9]=1)(=[O:6])=[O:5].[CH:14]([NH2:17])([CH3:16])[CH3:15].Cl.CCOCC>CO>[ClH:1].[C:8]1([CH2:7][S:4]([CH2:3][CH2:2][NH:17][CH:14]([CH3:16])[CH3:15])(=[O:6])=[O:5])[CH:13]=[CH:12][CH:11]=[CH:10][CH:9]=1 |f:5.6|. Procedure details: A mixture of 51.49 g (0.236 mole) of benzyl 2-chloroethyl sulfone and 600 ml of isopropylamine was stirred at room temperature for 72 hr. The solvent was removed in vacuo, and the residue was partitioned between ether and dilute sodium hydroxide. The ether solution was dried over magnesium sulfate, and the solvent was removed in vacuo to give an oil. This was dissolved in methanol, and excess ethereal hydrogen chloride was added. Ether was added, and a white solid precipitated to give 43.11 g (6... Starting materials: Cc1nn(C(=O)OC(C)(C)C)c2ccc(NS(=O)(=O)c3ccccc3S(C)(=O)=O)cc12, ClC(Cl)Cl, C[Si](C)(C)I. The product is Cc1n[nH]c2ccc(NS(=O)(=O)c3ccccc3S(C)(=O)=O)cc12. As a reaction SMILES: [C:1]([O:2][C:3](=[O:4])[n:8]1[n:9][c:10]([CH3:31])[c:11]2[cH:12][c:13]([NH:17][S:18](=[O:19])(=[O:20])[c:21]3[c:22]([S:27](=[O:28])(=[O:29])[CH3:30])[cH:23][cH:24][cH:25][cH:26]3)[cH:14][cH:15][c:16]12)([CH3:5])([CH3:6])[CH3:7].[CH:37]([Cl:38])([Cl:39])[Cl:40].[I:32][Si:33]([CH3:34])([CH3:35])[CH3:36]>>[nH:8]1[n:9][c:10]([CH3:31])[c:11]2[cH:12][c:13]([NH:17][S:18](=[O:19])(=[O:20])[c:21]3[c:22]([S:27](=[O:28])(=[O:29])[CH3:30])[cH:23][cH:24][cH:25][cH:26]3)[cH:14][cH:15][c:16]12.